From a dataset of the Open Reaction Database (ORD), a public repository of structured organic reaction records. describe an organic reaction: reactants, conditions, products, and yield Reactants: CCCn1c(SC)nc2ccc(Br)cc2c1=O, [H-], [Na+], OCc1cccnc1. Product: CCCn1c(OCc2cccnc2)nc2ccc(Br)cc2c1=O. Reaction SMILES: [Br:11][c:12]1[cH:13][c:14]2[c:15](=[O:27])[n:16]([CH2:24][CH2:25][CH3:26])[c:17]([S:22][CH3:23])[n:18][c:19]2[cH:20][cH:21]1.[H-:1].[Na+:2].[n:3]1[cH:4][c:5]([CH2:9][OH:10])[cH:6][cH:7][cH:8]1>>[n:3]1[cH:4][c:5]([CH2:9][O:10][c:17]2[n:16]([CH2:24][CH2:25][CH3:26])[c:15](=[O:27])[c:14]3[cH:13][c:12]([Br:11])[cH:21][cH:20][c:19]3[n:18]2)[cH:6][cH:7][cH:8]1.